From a dataset of the Open Reaction Database (ORD), a public repository of structured organic reaction records. describe an organic reaction: reactants, conditions, products, and yield Reactants: CI (MeI), C(C1=CC=CC=C1)OC1=CC=C(C=C1)N1C(NC=2C1=NC=CC2C)=O (3-[4-(benzyloxy)phenyl]-7-methyl-1,3-dihydro-2H-imidazo[4,5-b]pyridin-2-one), [H-].[Na+] (NaH). Run in CN(C)C=O (DMF), C(=O)(O)[O-].[Na+] (NaHCO3). Reaction conditions: temperature 20 celsius, time 1 hour. The product is C(C1=CC=CC=C1)OC1=CC=C(C=C1)N1C(N(C=2C1=NC=CC2C)C)=O (3-[4-(benzyloxy)phenyl]-1,7-dimethyl-1,3-dihydro-2H-imidazo[4,5-b]pyridin-2-one). RXN SMILES: [CH3:1]I.[CH2:3]([O:10][C:11]1[CH:16]=[CH:15][C:14]([N:17]2[C:21]3=[N:22][CH:23]=[CH:24][C:25]([CH3:26])=[C:20]3[NH:19][C:18]2=[O:27])=[CH:13][CH:12]=1)[C:4]1[CH:9]=[CH:8][CH:7]=[CH:6][CH:5]=1.[H-].[Na+]>CN(C=O)C.C([O-])(O)=O.[Na+]>[CH2:3]([O:10][C:11]1[CH:12]=[CH:13][C:14]([N:17]2[C:21]3=[N:22][CH:23]=[CH:24][C:25]([CH3:26])=[C:20]3[N:19]([CH3:1])[C:18]2=[O:27])=[CH:15][CH:16]=1)[C:4]1[CH:9]=[CH:8][CH:7]=[CH:6][CH:5]=1 |f:2.3,5.6|. Procedure details: MeI (0.377 mL) was added to a solution of 3-[4-(benzyloxy)phenyl]-7-methyl-1,3-dihydro-2H-imidazo[4,5-b]pyridin-2-one (2.0 g) and NaH (0.362 g) in DMF (20 mL) at 20° C. The mixture was stirred at 20° C. under a dry atmosphere for 1 h. The mixture was diluted with sat. NaHCO3 at 20° C. and extracted with EtOAc. The organic layer was separated, washed with water and brine, dried over MgSO4 and concentrated in vacuo to give 3-[4-(benzyloxy)phenyl]-1,7-dimethyl-1,3-dihydro-2H-imidazo[4,5-b]pyridin-2... The reactants are C(C)OC(\C=C\C1=C(C=C(C=C1)OC)F)=O ((E)-3-(2-fluoro-4-methoxy-phenyl)-acrylic acid ethyl ester), [N+](=[N-])=C (diazomethane). Procedure: (E)-3-(2-Fluoro-4-methoxy-phenyl)-acrylic acid ethyl ester (0.3 g, 1.34 mmol) obtained in Step A was dissolved in THF (10 mL), and diazomethane solution (21.4 mL, 5.36 mmol, 0.25M ether) was added thereto. After the reactant was cooled to 0˜5° C., palladium(II) acetate (45 mg, 0.2 mmol) was added slowly thereto, and the mixture was stirred at room temperature for 5 hours. After the termination of the reaction, the reactant was filtered by using celite, concentrated under reduced pressure, and pu... Yield: 50.1%. RXN SMILES: [CH2:1]([O:3][C:4](=[O:16])/[CH:5]=[CH:6]/[C:7]1[CH:12]=[CH:11][C:10]([O:13][CH3:14])=[CH:9][C:8]=1[F:15])[CH3:2].[N+](=[CH2:19])=[N-]>C1COCC1.C([O-])(=O)C.[Pd+2].C([O-])(=O)C>[CH2:1]([O:3][C:4]([CH:5]1[CH2:19][CH:6]1[C:7]1[CH:12]=[CH:11][C:10]([O:13][CH3:14])=[CH:9][C:8]=1[F:15])=[O:16])[CH3:2] |f:3.4.5|. The reagents and catalysts are C(C)(=O)[O-].[Pd+2].C(C)(=O)[O-] (palladium(II) acetate). Conditions: time 5 hour. Solvent: C1CCOC1 (THF). The product is C(C)OC(=O)C1C(C1)C1=C(C=C(C=C1)OC)F (2-(2-fluoro-4-methoxy-phenyl)-cyclopropane carboxylic acid ethyl ester). The reactants are CC=1C(=NC=C(C1)C)CN(CCCCN)CC1=NC=CC=C1C(C)C (N1-(3,5-Dimethyl-pyridin-2-ylmethyl)-N1-{3-isopropyl-pyridin-2-ylmethyl}-butane-1,4-diamine), ClCCN=C=O (2-chloroethylisocyanate), [H-].[Na+] (NaH), resultant mixture. Run in C(Cl)Cl (CH2Cl2), C1CCOC1 (THF). Conditions: time 8 hour. Yields the product CC=1C(=NC=C(C1)C)CN(CCCCN1C(NCC1)=O)CC1=NC=CC=C1C(C)C (1-{4-[(3,5-Dimethyl-pyridin-2-ylmethyl)-(3-isopropyl-pyridin-2-ylmethyl)-amino]-butyl}-imidazolidin-2-one). The yield is 41.7%. RXN SMILES: [CH3:1][C:2]1[C:3]([CH2:9][N:10]([CH2:16][C:17]2[C:22]([CH:23]([CH3:25])[CH3:24])=[CH:21][CH:20]=[CH:19][N:18]=2)[CH2:11][CH2:12][CH2:13][CH2:14][NH2:15])=[N:4][CH:5]=[C:6]([CH3:8])[CH:7]=1.Cl[CH2:27][CH2:28][N:29]=[C:30]=[O:31].[H-].[Na+]>C(Cl)Cl.C1COCC1>[CH3:1][C:2]1[C:3]([CH2:9][N:10]([CH2:16][C:17]2[C:22]([CH:23]([CH3:25])[CH3:24])=[CH:21][CH:20]=[CH:19][N:18]=2)[CH2:11][CH2:12][CH2:13][CH2:14][N:15]2[CH2:27][CH2:28][NH:29][C:30]2=[O:31])=[N:4][CH:5]=[C:6]([CH3:8])[CH:7]=1 |f:2.3|. Procedure details: To a cold (0° C.) solution of N1-(3,5-Dimethyl-pyridin-2-ylmethyl)-N1-{3-isopropyl-pyridin-2-ylmethyl}-butane-1,4-diamine (163 mg, 0.48 mmol) in CH2Cl2 (5 mL) was added 2-chloroethylisocyanate (50 μL, 0.59 mmol) and the resultant mixture was stirred for 80 minutes then concentrated to provide a yellow oil. To a cold (0° C.) solution of the yellow oil in THF (5 mL) was added NaH (95% dry, 39 mg, 0.98 mmol). The cooling bath was removed and the resultant mixture was stirred at room temperature ove... Reactants: [OH-].[Na+] (sodium hydroxide), FC(CN(C(COC(C)=O)=O)CC)(F)F (N-(2,2,2-trifluoroethyl)-N-ethyl-acetoxyacetamide). Solvent: CO (methanol). Conditions: temperature 20 celsius, time 15 hour. Product: FC(CN(C(CO)=O)CC)(F)F (N-(2,2,2-trifluoroethyl)-N-ethylhydroxyacetic acid amide). RXN SMILES: [OH-].[Na+].[F:3][C:4]([F:17])([F:16])[CH2:5][N:6]([CH2:14][CH3:15])[C:7](=[O:13])[CH2:8][O:9]C(=O)C>CO>[F:3][C:4]([F:16])([F:17])[CH2:5][N:6]([CH2:14][CH3:15])[C:7](=[O:13])[CH2:8][OH:9] |f:0.1|. Reported procedure: 8 ml of saturated sodium hydroxide solution were added to a solution of 20 g (0.088 mol) of N-(2,2,2-trifluoroethyl)-N-ethyl-acetoxyacetamide in 100 ml of methanol. The mixture was stirred at 20° C. for 15 hours and concentrated and the concentrate was neutralized with acetic acid and extracted with methylene chloride. The organic phase was dried and filtered. After the solvent had been distilled off, N-(2,2,2-trifluoroethyl)-N-ethylhydroxyacetic acid amide was obtained as a yellow oil. ##STR14#... Reactants: C1(CCC1)N1N=C(C=2C1=NC=NC2N)I (1-cyclobutyl-3-iodo-1H-pyrazolo[3,4-d]pyrimidin-4-ylamine), C1(=CC=CC=C1)C1=NC2=CC(=CC=C2C=C1)B1OC(C(O1)(C)C)(C)C (2-phenyl-7-(4,4,5,5-tetramethyl-[1,3,2]dioxaborolan-2-yl)-quinoline), C(=O)([O-])[O-].[Na+].[Na+] (Na2CO3), O (water). The reagents and catalysts are C=1C=CC(=CC1)[P](C=2C=CC=CC2)(C=3C=CC=CC3)[Pd]([P](C=4C=CC=CC4)(C=5C=CC=CC5)C=6C=CC=CC6)([P](C=7C=CC=CC7)(C=8C=CC=CC8)C=9C=CC=CC9)[P](C=1C=CC=CC1)(C=1C=CC=CC1)C=1C=CC=CC1 (Pd(PPh3)4). The solvent is CN(C)C=O (DMF). Run at temperature 80 celsius. Yields the product C1(CCC1)N1N=C(C=2C1=NC=NC2N)C2=CC=C1C=CC(=NC1=C2)C2=CC=CC=C2 (1-Cyclobutyl-3-(2-phenylquinolin-7-yl)-1H-pyrazolo[3,4-d]pyrimidin-4-ylamine). RXN SMILES: [CH:1]1([N:5]2[C:9]3=[N:10][CH:11]=[N:12][C:13]([NH2:14])=[C:8]3[C:7](I)=[N:6]2)[CH2:4][CH2:3][CH2:2]1.[C:16]1([C:22]2[CH:31]=[CH:30][C:29]3[C:24](=[CH:25][C:26](B4OC(C)(C)C(C)(C)O4)=[CH:27][CH:28]=3)[N:23]=2)[CH:21]=[CH:20][CH:19]=[CH:18][CH:17]=1.C([O-])([O-])=O.[Na+].[Na+].O>CN(C=O)C.C1C=CC([P]([Pd]([P](C2C=CC=CC=2)(C2C=CC=CC=2)C2C=CC=CC=2)([P](C2C=CC=CC=2)(C2C=CC=CC=2)C2C=CC=CC=2)[P](C2C=CC=CC=2)(C2C=CC=CC=2)C2C=CC=CC=2)(C2C=CC=CC=2)C2C=CC=CC=2)=CC=1>[CH:1]1([N:5]2[C:9]3=[N:10][CH:11]=[N:12][C:13]([NH2:14])=[C:8]3[C:7]([C:26]3[CH:25]=[C:24]4[C:29]([CH:30]=[CH:31][C:22]([C:16]5[CH:21]=[CH:20][CH:19]=[CH:18][CH:17]=5)=[N:23]4)=[CH:28][CH:27]=3)=[N:6]2)[CH2:4][CH2:3][CH2:2]1 |f:2.3.4,^1:56,58,77,96|. Reported procedure: Nitrogen was bubbled into a mixture of 1-cyclobutyl-3-iodo-1H-pyrazolo[3,4-d]pyrimidin-4-ylamine (60.0 mg, 0.190 mmol), 2-phenyl-7-(4,4,5,5-tetramethyl-[1,3,2]dioxaborolan-2-yl)-quinoline (64.4 mg, 0.194 mmol), Na2CO3 (50.5 mg, 0.476 mmol), and Pd(PPh3)4 (13.7 mg, 0.0119 mmol) in DMF (4 mL)/water (1 mL) for 5 min, then the mixture was heated under nitrogen to 80° C. (bath temp.) for 17 h. The solvents were evaporated, water was added, the mixture was extracted with CH2Cl2 (3×20 mL), and the comb... The reactants are resultant mixture, [Cl-].C1(=CC=CC=C1)[S+](C1=CC=CC=C1)C1=CC=CC=C1 (triphenylsulfonium chloride), FC(C(=O)[O-])(S(=O)(=O)O)F.[Na+] (sodium difluorosulfoacetate), resultant mixture. Product: 246.9, OC(=O)C(S(=O)(=O)[O-])(F)F.C1(=CC=CC=C1)[S+](C1=CC=CC=C1)C1=CC=CC=C1 (triphenylsulfonium hydroxycarbonyldifluoromethanesulfonate). As a reaction SMILES: [Cl-].[C:2]1([S+:8]([C:15]2[CH:20]=[CH:19][CH:18]=[CH:17][CH:16]=2)[C:9]2[CH:14]=[CH:13][CH:12]=[CH:11][CH:10]=2)[CH:7]=[CH:6][CH:5]=[CH:4][CH:3]=1.[F:21][C:22]([F:30])([S:26]([OH:29])(=[O:28])=[O:27])[C:23]([O-:25])=[O:24].[Na+]>>[OH:25][C:23]([C:22]([F:30])([F:21])[S:26]([O-:29])(=[O:28])=[O:27])=[O:24].[C:15]1([S+:8]([C:2]2[CH:3]=[CH:4][CH:5]=[CH:6][CH:7]=2)[C:9]2[CH:14]=[CH:13][CH:12]=[CH:11][CH:10]=2)[CH:16]=[CH:17][CH:18]=[CH:19][CH:20]=1 |f:0.1,2.3,4.5|. Procedure details: Into 2036 parts of 11.2% aqueous triphenylsulfonium chloride solution, 859 parts of 17.6% aqueous sodium difluorosulfoacetate solution was added and the resultant mixture was stirred at 25° C. for about 20 hours. The mixture was filtered to obtain white solid and white solid obtained was washed with 150 parts of ion-exchanged water. 506 Parts of tert-butyl methyl ether was added to white solid obtained. The resultant mixture was stirred and filtered to obtain solid. The solid obtained was dried ... Reactants: C(C1=CC=CC=C1)C=1C=C(C=CC1)C(C(=O)O)C (α-(3-benzylphenyl)propionic acid), O=O (oxygen). Solvent: C1=CC=C2C=C(C=CC2=C1)C(=O)[O-].C1=CC=C2C=C(C=CC2=C1)C(=O)[O-].[Co+2] (cobalt naphthenate), C(C)(=O)O (acetic acid). Product: C(C1=CC=CC=C1)(=O)C=1C=C(C=CC1)C(C(=O)O)C (α-(3-benzoylphenyl)propionic acid). As a reaction SMILES: [CH2:1]([C:8]1[CH:9]=[C:10]([CH:14]([CH3:18])[C:15]([OH:17])=[O:16])[CH:11]=[CH:12][CH:13]=1)[C:2]1[CH:7]=[CH:6][CH:5]=[CH:4][CH:3]=1.[O:19]=O>C1C=C2C(C=C(C([O-])=O)C=C2)=CC=1.C1C=C2C(C=C(C([O-])=O)C=C2)=CC=1.[Co+2].C(O)(=O)C>[C:1]([C:8]1[CH:9]=[C:10]([CH:14]([CH3:18])[C:15]([OH:17])=[O:16])[CH:11]=[CH:12][CH:13]=1)(=[O:19])[C:2]1[CH:3]=[CH:4][CH:5]=[CH:6][CH:7]=1 |f:2.3.4|. Reported procedure: To a 300 ml reaction vessel with a stirrer were fed 25 g of α-(3-benzylphenyl)propionic acid obtained in Experiment 5, 0.08 g of cobalt naphthenate and 100 ml of acetic acid as a solvent, and 150 ml/min of pure oxygen was fed into the vessel for 16 hours at a reaction temperature of 120 ° C. After the reaction, the solvent was removed by reduced-pressure distillation to obtain a solid substance. The solid substance was washed five times with 500 ml of water and it was dissolved in 500 ml of ethe...